This data is from the Open Reaction Database (ORD), a public repository of structured organic reaction records. The task is: describe an organic reaction: reactants, conditions, products, and yield Reactants: O1COC2=C1C=CC(=C2)C2(CC2)C(=O)NC=2SC(=CN2)[C@@H](N[S@](=O)C(C)(C)C)C2=C(C=C(C=C2)F)Cl (1-(benzo[d][1,3]dioxol-5-yl)-N-(5-((S)-(2-chloro-4-fluorophenyl)((R)-1,1-dimethylethylsulfinamido)methyl)thiazol-2-yl)cyclopropanecarboxamide), Cl (HCl), O1CCOCC1 (dioxane). The solvent is CO (MeOH). Reaction conditions: time 1.5 hour. Product: N[C@H](C1=CN=C(S1)NC(=O)C1(CC1)C1=CC2=C(OCO2)C=C1)C1=C(C=C(C=C1)F)Cl ((S)-N-(5-(Amino(2-chloro-4-fluorophenyl)methyl)thiazol-2-yl)-1-(benzo[d][1,3]dioxol-5-yl)cyclopropanecarboxamide). Reaction SMILES: [O:1]1[C:5]2[CH:6]=[CH:7][C:8]([C:10]3([C:13]([NH:15][C:16]4[S:17][C:18]([C@H:21]([C:29]5[CH:34]=[CH:33][C:32]([F:35])=[CH:31][C:30]=5[Cl:36])[NH:22][S@@](C(C)(C)C)=O)=[CH:19][N:20]=4)=[O:14])[CH2:12][CH2:11]3)=[CH:9][C:4]=2[O:3][CH2:2]1.Cl.O1CCOCC1>CO>[NH2:22][C@@H:21]([C:29]1[CH:34]=[CH:33][C:32]([F:35])=[CH:31][C:30]=1[Cl:36])[C:18]1[S:17][C:16]([NH:15][C:13]([C:10]2([C:8]3[CH:7]=[CH:6][C:5]4[O:1][CH2:2][O:3][C:4]=4[CH:9]=3)[CH2:11][CH2:12]2)=[O:14])=[N:20][CH:19]=1. Reported procedure: To a solution, of 1-(benzo[d][1,3]dioxol-5-yl)-N-(5-((S)-(2-chloro-4-fluorophenyl)((R)-1,1-dimethylethylsulfinamido)methyl)thiazol-2-yl)cyclopropanecarboxamide (659 mg, 1.2 mmol) in MeOH (5 mL) was added 4M HCl in dioxane (1.8 mL, 7.2 mmol). The reaction mixture was stirred at room temperature for 1.5 h and evaporated to dryness. The crude product was dissolved in CH2Cl2. The organic layer was washed with aqueous NaHCO3 solution (50 mL×2), brine (50 mL×1), dried over MgSO4 and concentrated to pr...